This data is from the Open Reaction Database (ORD), a public repository of structured organic reaction records. The task is: describe an organic reaction: reactants, conditions, products, and yield The reactants are CN(CC=1N=COC1)C (dimethyl-oxazol-4-ylmethyl-amine), C(C)OC(N(CC1=CC=CC=C1)C1=C(C(=NC(=C1)Br)N)[N+](=O)[O-])=O ((2-amino-6-bromo-3-nitro-pyridin-4-yl)-benzyl-carbamic acid ethyl ester). RXN SMILES: [CH3:1][N:2]([CH3:9])[CH2:3][C:4]1[N:5]=[CH:6][O:7][CH:8]=1.[CH2:10]([O:12][C:13](=[O:33])[N:14]([C:22]1[CH:27]=[C:26](Br)[N:25]=[C:24]([NH2:29])[C:23]=1[N+:30]([O-:32])=[O:31])[CH2:15][C:16]1[CH:21]=[CH:20][CH:19]=[CH:18][CH:17]=1)[CH3:11]>[Cl-].[Cl-].C1(P(C2C=CC=CC=2)C2C=CC=CC=2)C=CC=CC=1.C1(P(C2C=CC=CC=2)C2C=CC=CC=2)C=CC=CC=1.[Pd+2]>[CH2:10]([O:12][C:13](=[O:33])[N:14]([C:22]1[CH:27]=[C:26]([C:6]2[O:7][CH:8]=[C:4]([CH2:3][N:2]([CH3:9])[CH3:1])[N:5]=2)[N:25]=[C:24]([NH2:29])[C:23]=1[N+:30]([O-:32])=[O:31])[CH2:15][C:16]1[CH:17]=[CH:18][CH:19]=[CH:20][CH:21]=1)[CH3:11] |f:2.3.4.5.6|. Reagents/catalysts: [Cl-].[Cl-].C1(=CC=CC=C1)P(C1=CC=CC=C1)C1=CC=CC=C1.C1(=CC=CC=C1)P(C1=CC=CC=C1)C1=CC=CC=C1.[Pd+2] (palladium bis(triphenylphosphine)dichloride). Procedure: The title compound was prepared following the example in preparation 70, using dimethyl-oxazol-4-ylmethyl-amine (128 mg), (2-amino-6-bromo-3-nitro-pyridin-4-yl)-benzyl-carbamic acid ethyl ester (200 mg) and palladium bis(triphenylphosphine)dichloride (71 mg), giving the product (99 mg) as a yellow gum. Yields the product C(C)OC(N(CC1=CC=CC=C1)C1=C(C(=NC(=C1)C=1OC=C(N1)CN(C)C)N)[N+](=O)[O-])=O ([2-Amino-6-(4-dimethylaminomethyl-oxazol-2-yl)-3-nitro-pyridin-4-yl]-benzyl-carbamic acid ethyl ester), product. The reactants are C(CCl)Cl (EDC), COC1=C(C(=O)NN)C=CC=C1 (2-methoxybenzhydrazide), C(C)(C)(C)OC(=O)N[C@H](C(=O)NCC1=CC(=CS1)N1N=C(C=C1C(=O)O)C(F)(F)F)C ((S)-1-(5-((2-(tert-butoxycarbonylamino)propanamido)methyl)thiophen-3-yl)-3-(trifluoromethyl)-1H-pyrazole-5-carboxylic acid), C(CCl)Cl (EDC). The reagents and catalysts are CN(C)C=1C=CN=CC1 (DMAP). Run in ClCCl (dichloromethane). Run at time 16 hour. Yields the product COC1=C(C(=O)NNC(=O)C2=CC(=NN2C=2C=C(SC2)CNC([C@H](C)NC(OC(C)(C)C)=O)=O)C(F)(F)F)C=CC=C1 ((S)-tert-butyl 1-((4-(5-(2-(2-methoxybenzoyl)hydrazinecarbonyl)-3-(trifluoromethyl)-1H-pyrazol-1-yl)thiophen-2-yl)methylamino)-1-oxopropan-2-ylcarbamate). As a reaction SMILES: [CH3:1][O:2][C:3]1[CH:12]=[CH:11][CH:10]=[CH:9][C:4]=1[C:5]([NH:7][NH2:8])=[O:6].[C:13]([O:17][C:18]([NH:20][C@@H:21]([CH3:43])[C:22]([NH:24][CH2:25][C:26]1[S:30][CH:29]=[C:28]([N:31]2[C:35]([C:36](O)=[O:37])=[CH:34][C:33]([C:39]([F:42])([F:41])[F:40])=[N:32]2)[CH:27]=1)=[O:23])=[O:19])([CH3:16])([CH3:15])[CH3:14].C(Cl)CCl>ClCCl.CN(C1C=CN=CC=1)C>[CH3:1][O:2][C:3]1[CH:12]=[CH:11][CH:10]=[CH:9][C:4]=1[C:5]([NH:7][NH:8][C:36]([C:35]1[N:31]([C:28]2[CH:27]=[C:26]([CH2:25][NH:24][C:22](=[O:23])[C@@H:21]([NH:20][C:18](=[O:19])[O:17][C:13]([CH3:16])([CH3:14])[CH3:15])[CH3:43])[S:30][CH:29]=2)[N:32]=[C:33]([C:39]([F:40])([F:42])[F:41])[CH:34]=1)=[O:37])=[O:6]. Procedure: To a solution of 2-methoxybenzhydrazide (0.040 g, 0.238 mmol) and compound 7 (preparation described in scheme 2 example 1c, step 7) (0.11 g, 0.238 mmol) in dichloromethane (2 mL) under nitrogen was added EDC (0.046 g, 0.238 mmol) followed by DMAP (5.81 mg, 0.048 mmol). The reaction was left to stir for 16 hours at room temperature. Another portion of EDC (20 mg, 0.104 mmol) was added and the reaction continued for 4 hours. The solvent was then removed on the rotary evaporator and the crude purif... The reactants are CCCCc1ccc(C#Cc2ccc(CN(C(=O)COCc3ccccc3)c3ccc4c(c3)C(=O)OC(C)(C)O4)cc2)cc1, CCO, [Na+], [OH-]. Yields the product CCCCc1ccc(C#Cc2ccc(CN(C(=O)COCc3ccccc3)c3ccc(O)c(C(=O)O)c3)cc2)cc1. Reaction SMILES: [CH2:1]([c:2]1[cH:3][cH:4][cH:5][cH:6][cH:7]1)[O:8][CH2:9][C:10](=[O:11])[N:12]([c:13]1[cH:14][c:15]2[c:16]([cH:24][cH:25]1)[O:17][C:18]([CH3:22])([CH3:23])[O:19][C:20]2=[O:21])[CH2:26][c:27]1[cH:28][cH:29][c:30]([C:33]#[C:34][c:35]2[cH:36][cH:37][c:38]([CH2:41][CH2:42][CH2:43][CH3:44])[cH:39][cH:40]2)[cH:31][cH:32]1.[CH3:47][CH2:48][OH:49].[Na+:46].[OH-:45]>>[CH2:1]([c:2]1[cH:3][cH:4][cH:5][cH:6][cH:7]1)[O:8][CH2:9][C:10](=[O:11])[N:12]([c:13]1[cH:14][c:15]([C:20](=[O:19])[OH:21])[c:16]([OH:17])[cH:24][cH:25]1)[CH2:26][c:27]1[cH:28][cH:29][c:30]([C:33]#[C:34][c:35]2[cH:36][cH:37][c:38]([CH2:41][CH2:42][CH2:43][CH3:44])[cH:39][cH:40]2)[cH:31][cH:32]1. The reactants are CC1=C(C(=NO1)C1=CC=CC=C1)C(=O)NN (5-methyl-3-phenyl-isoxazole-4-carboxylic acid hydrazide), BrC=1C=CC(=NC1)C(=O)O (5-bromo-2-carboxy pyridine). Yields the product BrC=1C=CC(=NC1)C=1OC(=NN1)C=1C(=NOC1C)C1=CC=CC=C1 (5-Bromo-2-[5-(5 -methyl-3-phenyl-isoxazol-4-yl)-[1,3,4]oxadiazol-2-yl]-pyridine). Yield: 39.0%. Reaction SMILES: [CH3:1][C:2]1[O:6][N:5]=[C:4]([C:7]2[CH:12]=[CH:11][CH:10]=[CH:9][CH:8]=2)[C:3]=1[C:13]([NH:15][NH2:16])=[O:14].[Br:17][C:18]1[CH:19]=[CH:20][C:21]([C:24](O)=O)=[N:22][CH:23]=1>>[Br:17][C:18]1[CH:19]=[CH:20][C:21]([C:24]2[O:14][C:13]([C:3]3[C:4]([C:7]4[CH:12]=[CH:11][CH:10]=[CH:9][CH:8]=4)=[N:5][O:6][C:2]=3[CH3:1])=[N:15][N:16]=2)=[N:22][CH:23]=1. Procedure: As described for example 137a, 5-methyl-3-phenyl-isoxazole-4-carboxylic acid hydrazide (4.14 g, 19.0 mmol) using 5-bromo-2-carboxy pyridine instead of 6-chloronicotinic acid was converted to the title compound (2.83 g, 39%) which was obtained as a brown solid. MS: m/e=385.1 [M+H]+. Product: CC(C)(C)OC(=O)CC(CCCC1CCCCC1)C(=O)ON=C(N)Cc1ccncc1. Reaction SMILES: [C:1]([CH3:2])([CH3:3])([CH3:4])[O:5][C:6]([CH2:7][CH:8]([C:9](=[O:10])[OH:11])[CH2:12][CH2:13][CH2:14][CH:15]1[CH2:16][CH2:17][CH2:18][CH2:19][CH2:20]1)=[O:21].[CH3:23][N:24]([CH3:25])[CH2:26][CH2:27][CH2:28][N:29]=[C:30]=[N:31][CH2:32][CH3:33].[CH3:34][N:35]1[CH2:36][CH2:37][O:38][CH2:39][CH2:40]1.[Cl:63][CH2:64][Cl:65].[ClH:22].[OH2:41].[OH2:66].[OH:42][n:43]1[c:44]2[cH:45][cH:46][cH:47][cH:48][c:49]2[n:50][n:51]1.[OH:52][N:53]=[C:54]([CH2:55][c:56]1[cH:57][cH:58][n:59][cH:60][cH:61]1)[NH2:62]>>[C:1]([CH3:2])([CH3:3])([CH3:4])[O:5][C:6]([CH2:7][CH:8]([C:9]([O:10][N:53]=[C:54]([CH2:55][c:56]1[cH:57][cH:58][n:59][cH:60][cH:61]1)[NH2:62])=[O:11])[CH2:12][CH2:13][CH2:14][CH:15]1[CH2:16][CH2:17][CH2:18][CH2:19][CH2:20]1)=[O:21]. Reactants: CC(C)(C)OC(=O)CC(CCCC1CCCCC1)C(=O)O, CCN=C=NCCCN(C)C, CN1CCOCC1, ClCCl, Cl, O, O, On1nnc2ccccc21, NC(Cc1ccncc1)=NO. The reactants are CN(C)Cc1cccc(CO)c1, Cc1cccnc1COc1nn2c(-c3ccccc3F)nncc2c1-c1ccccc1F. Product: CN(C)Cc1cccc(COc2nn3c(-c4ccccc4F)nncc3c2-c2ccccc2F)c1. As a reaction SMILES: [CH3:1][N:2]([CH3:3])[CH2:4][c:5]1[cH:6][c:7]([CH2:11][OH:12])[cH:8][cH:9][cH:10]1.[F:13][c:14]1[c:15](-[c:20]2[c:21]([O:36][CH2:37][c:38]3[c:39]([CH3:40])[cH:41][cH:42][cH:43][n:44]3)[n:22][n:23]3[c:24](-[c:29]4[c:30]([F:35])[cH:31][cH:32][cH:33][cH:34]4)[n:25][n:26][cH:27][c:28]23)[cH:16][cH:17][cH:18][cH:19]1>>[CH3:1][N:2]([CH3:3])[CH2:4][c:5]1[cH:6][c:7]([CH2:11][O:12][c:21]2[c:20](-[c:15]3[c:14]([F:13])[cH:19][cH:18][cH:17][cH:16]3)[c:28]3[n:23]([n:22]2)[c:24](-[c:29]2[c:30]([F:35])[cH:31][cH:32][cH:33][cH:34]2)[n:25][n:26][cH:27]3)[cH:8][cH:9][cH:10]1. Reactants: C(OC)(OC)OC (CH(OMe)3), CC=1C=CC(=CC1)S(=O)(=O)O (PTSA), CC(C)C[AlH]CC(C)C (DIBAL-H), [O-]S(=O)(=O)[O-].[Na+].[Na+] (Na2SO4), lactol. Solvent: CO (CH3OH), C1(=CC=CC=C1)C (toluene). Product: C1(=O)OC=CC2=CC=CC=C12 (isocoumarin). As a reaction SMILES: CC(C[AlH]CC(C)C)C.[O-]S([O-])(=O)=O.[Na+].[Na+].[CH:17](OC)([O:20][CH3:21])[O:18]C.[CH3:24][C:25]1[CH:26]=[CH:27][C:28](S(O)(=O)=O)=[CH:29][CH:30]=1>C1(C)C=CC=CC=1.CO>[C:17]1([C:26]2[C:25](=[CH:30][CH:29]=[CH:28][CH:27]=2)[CH:24]=[CH:21][O:20]1)=[O:18] |f:1.2.3|. Reported procedure: To a stirred solution of the isocaumarin from step 3 above (9.4 mg, 0.4 mmol) in 8 ml of toluene was added dropwise a solution of DIBAL-H (1M, 0.50 ml, 0.50 mmol) at -78° C. under argon. The resulting mixture was stirred at -78° C. for 1.5 hour before Na2SO4 10 H2O (100 mg, 0.31 mmol). After the reaction was warmed to room temperature, it was filtered to remove the solids, and washed with acetone. The filtrate was evaporated to give an oily residue which contained the corresponding lactol. Witho...